From a dataset of the Open Reaction Database (ORD), a public repository of structured organic reaction records. describe an organic reaction: reactants, conditions, products, and yield The reactants are BrC1C(C2=CC=CC(=C2C1)F)=O (2-bromo-4-fluoro-1-indanone), ClC=1C=C2CCC(C2=CC1Cl)=O (5,6-dichloro-1-indanone). The reagents and catalysts are [Cu](Br)Br (copper bromide). Solvent: O1CCOCC1 (dioxane). The product is BrC1C(C2=CC(=C(C=C2C1)Cl)Cl)=O (2-bromo-5,6-dichloro-1-indanone). As a reaction SMILES: [Br:1]C1CC2C(=CC=CC=2F)C1=O.[Cl:13][C:14]1[CH:15]=[C:16]2[C:20](=[CH:21][C:22]=1[Cl:23])[C:19](=[O:24])[CH2:18][CH2:17]2>[Cu](Br)Br.O1CCOCC1>[Br:1][CH:18]1[CH2:17][C:16]2[C:20](=[CH:21][C:22]([Cl:23])=[C:14]([Cl:13])[CH:15]=2)[C:19]1=[O:24]. Reported procedure: The 2-bromo-5,6-dichloro-1-indanone is prepared as in Example 14 for the preparation of 2-bromo-4-fluoro-1-indanone but starting with 5.48 g of 5,6-dichloro-1-indanone, 16.1 g of copper bromide and 175 ml of dioxane. After purifying by silica column chromatography with an ethyl acetate-cyclohexane mixture (10-90 by volume) as eluent, 4.07 g of 2-bromo-5,6-dichloro-1-indanone are obtained which melt at 85° C. The reactants are C(C1=CC=CC=C1)N1C(C=2C=NC=CC2C1=O)=O (2-benzyl-1H-pyrrolo[3,4-c]pyridine-1,3(2H)-dione), O (water). The reagents and catalysts are [Pd] (Pd/C). Solvent: COCCO (glycol monomethyl ether). Reaction conditions: temperature 35 celsius, time 6 hour. The product is C(C1=CC=CC=C1)N1C(C2CNCCC2C1=O)=O (2-benzylhexahydro-1H-pyrrolo[3,4-c]pyridine-1,3(2H)-dione). Isolated yield 61.3%. Reaction SMILES: [CH2:1]([N:8]1[C:16](=[O:17])[C:15]2[CH:14]=[CH:13][N:12]=[CH:11][C:10]=2[C:9]1=[O:18])[C:2]1[CH:7]=[CH:6][CH:5]=[CH:4][CH:3]=1.O>COCCO.[Pd]>[CH2:1]([N:8]1[C:16](=[O:17])[CH:15]2[CH:10]([CH2:11][NH:12][CH2:13][CH2:14]2)[C:9]1=[O:18])[C:2]1[CH:3]=[CH:4][CH:5]=[CH:6][CH:7]=1. Procedure details: To a solution of 2-benzyl-1H-pyrrolo[3,4-c]pyridine-1,3(2H)-dione (3.50 g) in glycol monomethyl ether was added a catalytic amount of 10% Pd/C. The suspension was heated to 35° C. and stirred for 6 h under H2, then cooled to rt, poured into 100 mL of water and extracted with CH2Cl2 (70 mL×3). The combined organic phases were dried over anhydrous Na2SO4 and filtered. The filtrate was concentrated in vacuo to give the title compound as yellow oil (2.20 g, 60%). The crude product was used for the n... Reactants: Cl.FC=1C=CC(=C(CN)C1)OC=1C=C2C=NN(C2=CC1)C (5-fluoro-2-(1-methyl-1H-indazol-5-yloxy)-benzylamine hydrochloride), C(=O)(O)[O-].[Na+] (NaHCO3). Solvent: CCOC(=O)C (EtOAc). Product: FC=1C=CC(=C(CNCC2=CC=C(C=C2)OC)C1)OC=1C=C2C=NN(C2=CC1)C ([5-Fluoro-2-(1-methyl-1H-indazol-5-yloxy)-benzyl]-(4-methoxybenzyl)-amine). RXN SMILES: Cl.[F:2][C:3]1[CH:4]=[CH:5][C:6]([O:11][C:12]2[CH:13]=[C:14]3[C:18](=[CH:19][CH:20]=2)[N:17]([CH3:21])[N:16]=[CH:15]3)=[C:7]([CH:10]=1)[CH2:8][NH2:9].[C:22]([O-:25])(O)=O.[Na+]>CCOC(C)=O>[F:2][C:3]1[CH:4]=[CH:5][C:6]([O:11][C:12]2[CH:13]=[C:14]3[C:18](=[CH:19][CH:20]=2)[N:17]([CH3:21])[N:16]=[CH:15]3)=[C:7]([CH:10]=1)[CH2:8][NH:9][CH2:8][C:7]1[CH:10]=[CH:3][C:4]([O:25][CH3:22])=[CH:5][CH:6]=1 |f:0.1,2.3|. Procedure details: Intermediate (5t) (136 mg, 0.442 mmol; prepared as in Example 106, Step A) was dissolved in EtOAc (100 mL) and neutralized with saturated NaHCO3 then washed with brine, dried over MgSO4 and evaporated under reduced pressure to obtain the free amine. The free amine was dissolved in 1,2-dichloroethane (5 mL) and p-anisaldehyde was added to the solution at room temperature. After 2 hours of stirring, the solution was evaporated under reduced pressure. The residue was dissolved in MeOH (5 mL) and co... Reactants: 46, OCCN1C(N(C2=C1C=CC(=C2)C)C(=C)C)=O (1,3-dihydro-1-(2-hydroxyethyl)-5-methyl-3-(1-methylethenyl)-2H-benzimidazol-2-one), Cl (hydrochloric acid). Run in C(C)O (ethanol). Run at time 2 hour. Yields the product 22.3, OCCN1C(NC2=C1C=CC(=C2)C)=O (1,3-dihydro-1-(2-hydroxyethyl)-5-methyl-2H-benzimidazol-2-one). Yield: 58.0%. Reaction SMILES: [OH:1][CH2:2][CH2:3][N:4]1[C:8]2[CH:9]=[CH:10][C:11]([CH3:13])=[CH:12][C:7]=2[N:6](C(C)=C)[C:5]1=[O:17].Cl>C(O)C>[OH:1][CH2:2][CH2:3][N:4]1[C:8]2[CH:9]=[CH:10][C:11]([CH3:13])=[CH:12][C:7]=2[NH:6][C:5]1=[O:17]. Procedure: To a stirred solution of 46 parts of 1,3-dihydro-1-(2-hydroxyethyl)-5-methyl-3-(1-methylethenyl)-2H-benzimidazol-2-one in 168 parts of ethanol are added 48 parts of hydrochloric acid solution and the whole is stirred for 2 hours at room temperature. The reaction mixture is evaporated and the residue is stirred in 250 parts of water. The precipitated product is filtered off, washed with 2,2'-oxybispropane and dried, yielding 22.3 parts (58%) of 1,3-dihydro-1-(2-hydroxyethyl)-5-methyl-2H-benzimida...